Dataset: the Open Reaction Database (ORD), a public repository of structured organic reaction records. Task: describe an organic reaction: reactants, conditions, products, and yield The reactants are C(C1=CC=CC=C1)OCN1C(=O)NC(=O)C(=C1Cl)C(C)C (1-[(benzyloxy)methyl]-6-chloro-5-isopropyluracil), C1(=CC=CC=C1)[SeH] (benzeneselenol), CC=1C=C(C=C(C1)C)[SeH] (3,5-dimethylphenyl selenol). The product is C(C1=CC=CC=C1)OCN1C(=O)NC(=O)C(=C1[Se]C1=CC=CC=C1)C(C)C (1-[(benzyloxy)methyl]-5-isopropyl-6-(phenylselenenyl)uracil). Yield: 92.0%. Reaction SMILES: [CH2:1]([O:8][CH2:9][N:10]1[C:17](Cl)=[C:16]([CH:19]([CH3:21])[CH3:20])[C:14](=[O:15])[NH:13][C:11]1=[O:12])[C:2]1[CH:7]=[CH:6][CH:5]=[CH:4][CH:3]=1.[C:22]1([SeH:28])[CH:27]=[CH:26][CH:25]=[CH:24][CH:23]=1.CC1C=C([SeH])C=C(C)C=1>>[CH2:1]([O:8][CH2:9][N:10]1[C:17]([Se:28][C:22]2[CH:27]=[CH:26][CH:25]=[CH:24][CH:23]=2)=[C:16]([CH:19]([CH3:21])[CH3:20])[C:14](=[O:15])[NH:13][C:11]1=[O:12])[C:2]1[CH:7]=[CH:6][CH:5]=[CH:4][CH:3]=1. Procedure: The titled compound was prepared in the same manner as described in Example 34 B by using 1-[(benzyloxy)methyl]-6-chloro-5-isopropyluracil and benzeneselenol in place of 6-chloro-1-(ethoxymethyl)-5-isopropyluracil and 3,5-dimethylphenyl selenol. Starting materials: ice, C(C)(C)(C)OC(=O)N1CC(C(CC1)=O)(C)C (3,3-Dimethyl-4-oxo-piperidine-1-carboxylic acid tert-butyl ester), ClC1=CC=C(C=C1)[Mg]Br (4-chlorophenylmagnesium bromide). The solvent is C1CCOC1 (THF). Conditions: time 22 hour. Product: C(C)(C)(C)OC(=O)N1CC(C(CC1)(O)C1=CC=C(C=C1)Cl)(C)C (4-(4-Chloro-phenyl)-4-hydroxy-3,3-dimethyl-piperidine-1-carboxylic acid tert-butyl ester). RXN SMILES: [C:1]([O:5][C:6]([N:8]1[CH2:13][CH2:12][C:11](=[O:14])[C:10]([CH3:16])([CH3:15])[CH2:9]1)=[O:7])([CH3:4])([CH3:3])[CH3:2].[Cl:17][C:18]1[CH:23]=[CH:22][C:21]([Mg]Br)=[CH:20][CH:19]=1>C1COCC1>[C:1]([O:5][C:6]([N:8]1[CH2:13][CH2:12][C:11]([C:21]2[CH:22]=[CH:23][C:18]([Cl:17])=[CH:19][CH:20]=2)([OH:14])[C:10]([CH3:16])([CH3:15])[CH2:9]1)=[O:7])([CH3:4])([CH3:2])[CH3:3]. Reported procedure: To an ice-cooled solution 3,3-Dimethyl-4-oxo-piperidine-1-carboxylic acid tert-butyl ester (1.6 g, 7.2 mmol) in THF (20 mL) was added 4-chlorophenylmagnesium bromide (1 M in ether, 15 mL, 15 mmol). The solution was allowed to warm to about room temperature, then stirred at room temperature for about 22 hours. The reaction was quenched with aqueous ammonium chloride and extracted with ethyl acetate. The combined organic layers were concentrated in vacuo, then purified by flash chromatography on s... Reactants: O1CCOCC1 (1,4-dioxane), C(C1=CC=CC=C1)N(C(OCC1=CC=CC=C1)=O)[C@@H]1[C@@H](CNCC1)OC (benzyl benzyl[cis(±)-3-methoxypiperidin-4-yl]carbamate), C([O-])([O-])=O.[Cs+].[Cs+] (cesium carbonate), BrC=1C=C(C(=O)OC)C=C(C1)F (methyl 3-bromo-5-fluorobenzoate), (±)-BINAP. The reagents and catalysts are C=1C=CC(=CC1)/C=C/C(=O)/C=C/C2=CC=CC=C2.C=1C=CC(=CC1)/C=C/C(=O)/C=C/C2=CC=CC=C2.C=1C=CC(=CC1)/C=C/C(=O)/C=C/C2=CC=CC=C2.[Pd].[Pd] (tris(dibenzylideneacetone)dipalladium). The solvent is CN(C)C=O (DMF). Yields the product C(C1=CC=CC=C1)N([C@@H]1[C@@H](CN(CC1)C=1C(=C(C(=O)OC)C=CC1)F)OC)C(=O)OCC1=CC=CC=C1 (Methyl cis(±)-3-(4-{benzyl[(benzyloxy)carbonyl]amino}-3-methoxypiperidin-1-yl)-2-fluorobenzoate). As a reaction SMILES: [CH2:1]([N:8]([C@H:19]1[CH2:24][CH2:23][NH:22][CH2:21][C@H:20]1[O:25][CH3:26])[C:9](=[O:18])[O:10][CH2:11][C:12]1[CH:17]=[CH:16][CH:15]=[CH:14][CH:13]=1)[C:2]1[CH:7]=[CH:6][CH:5]=[CH:4][CH:3]=1.Br[C:28]1[CH:29]=[C:30]([CH:35]=[C:36]([F:38])[CH:37]=1)C(OC)=O.[C:39](=[O:42])([O-])[O-:40].[Cs+].[Cs+].O1CCOC[CH2:46]1>C1C=CC(/C=C/C(/C=C/C2C=CC=CC=2)=O)=CC=1.C1C=CC(/C=C/C(/C=C/C2C=CC=CC=2)=O)=CC=1.C1C=CC(/C=C/C(/C=C/C2C=CC=CC=2)=O)=CC=1.[Pd].[Pd].CN(C=O)C>[CH2:1]([N:8]([C:9]([O:10][CH2:11][C:12]1[CH:17]=[CH:16][CH:15]=[CH:14][CH:13]=1)=[O:18])[C@H:19]1[CH2:24][CH2:23][N:22]([C:35]2[C:36]([F:38])=[C:37]([CH:28]=[CH:29][CH:30]=2)[C:39]([O:40][CH3:46])=[O:42])[CH2:21][C@H:20]1[O:25][CH3:26])[C:2]1[CH:3]=[CH:4][CH:5]=[CH:6][CH:7]=1 |f:2.3.4,6.7.8.9.10|. Procedure details: The same operation as in Example (42a) was performed using benzyl benzyl[cis(±)-3-methoxypiperidin-4-yl]carbamate obtained in Example (259c) (507 mg, 1.4 mmol), methyl 3-bromo-5-fluorobenzoate known in the literature (Org. Lett., 9(23), 2007, 4893-4896) (400 mg, 1.7 mmol), tris(dibenzylideneacetone)dipalladium (65 mg, 0.07 mmol), (±)-BINAP (178 mg, 0.29 mmol), cesium carbonate (1.02 g, 3.2 mmol), 1,4-dioxane (10 mL) and DMF (2.5 mL), to obtain 31 mg of the title compound as a yellow oily substan... The reactants are C1(CC1)NC(C1=CC(=C(C=C1)C)N1C(C2=CC(=CC=C2C(=C1)C)OC)=O)=O (N-cyclopropyl-3-(7-methoxy-4-methyl-1-oxoisoquinolin-2(1H)-yl)-4-methylbenzamide), [I-].[Li+] (lithium iodide), Cl (HCl). Run in N1=C(C=C(C=C1C)C)C (2,4,6-collidine), [OH-].[Na+] (NaOH). Conditions: temperature 200 celsius. Yields the product C1(CC1)NC(C1=CC(=C(C=C1)C)N1C(C2=CC(=CC=C2C(=C1)C)O)=O)=O (N-cyclopropyl-3-(7-hydroxy-4-methyl-1-oxoisoquinolin-2(1H)-yl)-4-methylbenzamide), solid. RXN SMILES: [CH:1]1([NH:4][C:5](=[O:27])[C:6]2[CH:11]=[CH:10][C:9]([CH3:12])=[C:8]([N:13]3[CH:22]=[C:21]([CH3:23])[C:20]4[C:15](=[CH:16][C:17]([O:24]C)=[CH:18][CH:19]=4)[C:14]3=[O:26])[CH:7]=2)[CH2:3][CH2:2]1.[I-].[Li+].Cl>N1C(C)=CC(C)=CC=1C.[OH-].[Na+]>[CH:1]1([NH:4][C:5](=[O:27])[C:6]2[CH:11]=[CH:10][C:9]([CH3:12])=[C:8]([N:13]3[CH:22]=[C:21]([CH3:23])[C:20]4[C:15](=[CH:16][C:17]([OH:24])=[CH:18][CH:19]=4)[C:14]3=[O:26])[CH:7]=2)[CH2:2][CH2:3]1 |f:1.2,5.6|. Procedure details: N-cyclopropyl-3-(7-methoxy-4-methyl-1-oxoisoquinolin-2(1H)-yl)-4-methylbenzamide (262 mg, 0.72 mmol) and lithium iodide (174 mg) were stirred in 2,4,6-collidine (3 ml) and heated under microwave irradiation conditions (Personal Chemistry Emrys Optimizer with 300 W magnetron) at 200° C. for 1.5 hour and then allowed to cool. The reaction mixture was dissolved in 2N NaOH and then re-acidified with 2N HCl solution. The aqueous phase was extracted with ethyl acetate (×4) and the combined organic lay... The yield is 100.7%. The reactants are NCCC1=CC=C(OC(C(=O)OCC)(C)C)C=C1 (Ethyl 2-[4-(2-aminoethyl)phenoxy]-2-methylpropionate), C(CCCCCC)=O (heptaldehyde). Reaction SMILES: [NH2:1][CH2:2][CH2:3][C:4]1[CH:18]=[CH:17][C:7]([O:8][C:9]([CH3:16])([CH3:15])[C:10]([O:12][CH2:13][CH3:14])=[O:11])=[CH:6][CH:5]=1.[CH:19](=O)[CH2:20][CH2:21][CH2:22][CH2:23][CH2:24][CH3:25]>C(O)C>[CH2:19]([NH:1][CH2:2][CH2:3][C:4]1[CH:5]=[CH:6][C:7]([O:8][C:9]([CH3:15])([CH3:16])[C:10]([O:12][CH2:13][CH3:14])=[O:11])=[CH:17][CH:18]=1)[CH2:20][CH2:21][CH2:22][CH2:23][CH2:24][CH3:25]. The product is C(CCCCCC)NCCC1=CC=C(OC(C(=O)OCC)(C)C)C=C1 (Ethyl 2-[4-(heptylaminoethyl)phenoxy]-2-methylpropionate). Solvent: C(C)O (ethanol). Reported procedure: The product from step (c) (1.5 g) and heptaldehyde (0.7 g) were mixed together in a observably exothermic reaction and the product dissolved in absolute ethanol (100 ml). Paar hydrogenation for 1.0 hour resulted in a drop in bottle pressure from 49.0 to 42.7 psi. The Pd/C was removed by filtration and the filtrate evaporated in vacuo to give the desired product as a colourless oil (2.1 g). The reactants are BrCC(=O)OC (methyl bromoacetate), FC1=C(C=CC=C1F)CN1C2=CC=CC(=C2C=2C(=CC=CC12)O)C(N)=O (9-[(2,3-difluorophenyl)methyl]-4-hydroxy-5-carbamoyl carbazole), resultant mixture. Run in C(C)(=O)OCC (ethyl acetate), CN(C)C=O (DMF). Run at time 15 minute. Yields the product FC1=C(C=CC=C1F)CN1C2=CC=CC(=C2C=2C(=CC=CC12)OCC(=O)OC)C(N)=O ({9-[(2,3-difluorophenyl)methyl]-5-carbamoylcarbazol-4-yl}oxyacetic acid, methyl ester). The yield is 80.8%. Reaction SMILES: [F:1][C:2]1[C:7]([F:8])=[CH:6][CH:5]=[CH:4][C:3]=1[CH2:9][N:10]1[C:22]2[CH:21]=[CH:20][CH:19]=[C:18]([OH:23])[C:17]=2[C:16]2[C:11]1=[CH:12][CH:13]=[CH:14][C:15]=2[C:24](=[O:26])[NH2:25].Br[CH2:28][C:29]([O:31][CH3:32])=[O:30]>CN(C=O)C.C(OCC)(=O)C>[F:1][C:2]1[C:7]([F:8])=[CH:6][CH:5]=[CH:4][C:3]=1[CH2:9][N:10]1[C:22]2[CH:21]=[CH:20][CH:19]=[C:18]([O:23][CH2:28][C:29]([O:31][CH3:32])=[O:30])[C:17]=2[C:16]2[C:11]1=[CH:12][CH:13]=[CH:14][C:15]=2[C:24](=[O:26])[NH2:25]. Procedure details: 40% Methanolic Triton B (0.51 mL, 1.12 mM) was added to a solution of the 9-[(2,3-difluorophenyl)methyl]-4-hydroxy-5-carbamoyl carbazole (303 mg, 0.86 mM) in 5 mL DMF at room temperature. After 15 minutes, methyl bromoacetate (270 mg, 1.72 mM) was added and the resultant mixture stirred at room temperature for 18 hours. The mixture was diluted with ethyl acetate, washed with H2O, 1 N HCl, H2O, and saturated brine, dried over magnesium sulfate, filtered, and concentrated. The residue was purified... Starting materials: C(C)(C)(C)C1=CC=C(C=C1)N1CCNCC1 (1-(4-tert-butyl-phenyl)-piperazine), C(C)OC(CCCBr)=O (4-bromo-butyric acid ethyl ester), C([O-])([O-])=O.[K+].[K+] (potassium carbonate), [I-].[K+] (potassium iodide). The solvent is C(C)#N (acetonitrile). Product: C(C)OC(CCCN1CCN(CC1)C1=CC=C(C=C1)C(C)(C)C)=O (4-[4-(4-tert-butyl-phenyl)-piperazin-1-yl]-butyric acid ethyl ester). Isolated yield 84.8%. RXN SMILES: [C:1]([C:5]1[CH:10]=[CH:9][C:8]([N:11]2[CH2:16][CH2:15][NH:14][CH2:13][CH2:12]2)=[CH:7][CH:6]=1)([CH3:4])([CH3:3])[CH3:2].[CH2:17]([O:19][C:20](=[O:25])[CH2:21][CH2:22][CH2:23]Br)[CH3:18].C(=O)([O-])[O-].[K+].[K+].[I-].[K+]>C(#N)C>[CH2:17]([O:19][C:20](=[O:25])[CH2:21][CH2:22][CH2:23][N:14]1[CH2:15][CH2:16][N:11]([C:8]2[CH:7]=[CH:6][C:5]([C:1]([CH3:4])([CH3:2])[CH3:3])=[CH:10][CH:9]=2)[CH2:12][CH2:13]1)[CH3:18] |f:2.3.4,5.6|. Procedure details: A mixture of 1-(4-tert-butyl-phenyl)-piperazine (1.09 mg; 5.0 mmol), 4-bromo-butyric acid ethyl ester (975 mg; 5.0 mmol), potassium carbonate (691 mg; 5.0 mmol) and potassium iodide (914 mg; 5.5 mmol) in acetonitrile (15 mL) is heated to reflux for 2 hours. The reaction mixture is allowed to attain room temperature and all solids removed by filtration. The filtration residue is washed with acetonitrile and the filtrate concentrated under high vacuum to afford the desired compound (1.41 g; 4.24 m... Reactants: ClC1=NC=NC2=CC(=C(C=C12)OC)OCC1CCN(CC1)C (4-chloro-6-methoxy-7-((1-methylpiperidin-4-yl)methoxy)quinazoline), C(Cl)Cl (methylene chloride), OC1=CC2=CC=CC=C2C=C1 (2-hydroxynaphthalene), C([O-])([O-])=O.[K+].[K+] (potassium carbonate). Run in CN(C)C=O (DMF). Conditions: temperature 100 celsius, time 3.5 hour. The product is COC=1C=C2C(=NC=NC2=CC1OCC1CCN(CC1)C)OC1=CC2=CC=CC=C2C=C1 (6-methoxy-7-((1-methylpiperidin-4-yl)methoxy)-4-(2-naphthyloxy)quinazoline). The yield is 81.0%. RXN SMILES: Cl[C:2]1[C:11]2[C:6](=[CH:7][C:8]([O:14][CH2:15][CH:16]3[CH2:21][CH2:20][N:19]([CH3:22])[CH2:18][CH2:17]3)=[C:9]([O:12][CH3:13])[CH:10]=2)[N:5]=[CH:4][N:3]=1.[OH:23][C:24]1[CH:33]=[CH:32][C:31]2[C:26](=[CH:27][CH:28]=[CH:29][CH:30]=2)[CH:25]=1.C(=O)([O-])[O-].[K+].[K+].C(Cl)Cl>CN(C=O)C>[CH3:13][O:12][C:9]1[CH:10]=[C:11]2[C:6](=[CH:7][C:8]=1[O:14][CH2:15][CH:16]1[CH2:21][CH2:20][N:19]([CH3:22])[CH2:18][CH2:17]1)[N:5]=[CH:4][N:3]=[C:2]2[O:23][C:24]1[CH:33]=[CH:32][C:31]2[C:26](=[CH:27][CH:28]=[CH:29][CH:30]=2)[CH:25]=1 |f:2.3.4|. Reported procedure: A solution of 4-chloro-6-methoxy-7-((1-methylpiperidin-4-yl)methoxy)quinazoline (74 mg, 0.23 mmol), (prepared as described for the starting material in Example 10), and 2-hydroxynaphthalene (40 mg, 0.28 mmol) in DMF (1.5 ml) containing potassium carbonate (48 mg, 0.35 mmol) was stirred at 100° C. for 3.5 hours. After cooling, methylene chloride (4.5 ml) was added and the mixture was poured onto a column of silica (SiO2 Isolute®) and eluted with, successively, methylene chloride, methylene chlori... The reactants are [H-].[Na+] (NaH), C(C1=CC=CC=C1)OC1=NC=CC=C1C=1NC2=CC(=CC=C2C1C1CCCCC1)C(=O)OC (methyl 2-(2-(benzyloxy)pyridin-3-yl)-3-cyclohexyl-1H-indole-6-carboxylate), BrCCOCC1=CC=CC=C1 (Benzyl 2-bromoethyl ether). The solvent is CN(C)C=O (DMF). Conditions: time 15 minute. The product is C(C1=CC=CC=C1)OCCN1C(=C(C2=CC=C(C=C12)C(=O)OC)C1CCCCC1)C=1C(=NC=CC1)OCC1=CC=CC=C1 (Methyl 1-(2-(benzyloxy)ethyl)-2-(2-(benzyloxy)pyridin-3-yl)-3-cyclohexyl-1H-indole-6-carboxylate). The yield is 49.3%. As a reaction SMILES: [H-].[Na+].[CH2:3]([O:10][C:11]1[C:16]([C:17]2[NH:18][C:19]3[C:24]([C:25]=2[CH:26]2[CH2:31][CH2:30][CH2:29][CH2:28][CH2:27]2)=[CH:23][CH:22]=[C:21]([C:32]([O:34][CH3:35])=[O:33])[CH:20]=3)=[CH:15][CH:14]=[CH:13][N:12]=1)[C:4]1[CH:9]=[CH:8][CH:7]=[CH:6][CH:5]=1.Br[CH2:37][CH2:38][O:39][CH2:40][C:41]1[CH:46]=[CH:45][CH:44]=[CH:43][CH:42]=1>CN(C=O)C>[CH2:40]([O:39][CH2:38][CH2:37][N:18]1[C:19]2[C:24](=[CH:23][CH:22]=[C:21]([C:32]([O:34][CH3:35])=[O:33])[CH:20]=2)[C:25]([CH:26]2[CH2:31][CH2:30][CH2:29][CH2:28][CH2:27]2)=[C:17]1[C:16]1[C:11]([O:10][CH2:3][C:4]2[CH:5]=[CH:6][CH:7]=[CH:8][CH:9]=2)=[N:12][CH:13]=[CH:14][CH:15]=1)[C:41]1[CH:46]=[CH:45][CH:44]=[CH:43][CH:42]=1 |f:0.1|. Procedure: To a suspension of NaH (14 mg of 60% dispersion in mineral oil, 0.354 mmol) in DMF (2 mL), methyl 2-(2-(benzyloxy)pyridin-3-yl)-3-cyclohexyl-1H-indole-6-carboxylate (130 mg, 0.295 mmol) was added and the reaction mixture was stirred at rt for 15 min. Benzyl 2-bromoethyl ether (0.052 mL, 0.325 mmol) was then added, and the reaction mixture was stirred at rt overnight before being quenched by the addition of water. The resultant mixture was extracted with ethyl acetate (2×20 mL) and the organic la...